This data is from the Open Reaction Database (ORD), a public repository of structured organic reaction records. The task is: describe an organic reaction: reactants, conditions, products, and yield Reactants: FC(C=1C=CC(=NC1)N1CC2(CCNC2=O)CCC1)(F)F (7-[5-(trifluoromethyl)pyridin-2-yl]-2,7-diazaspiro[4.5]decan-1-one), O1CCOCC1 (1,4-dioxane), CN[C@@H]1[C@H](CCCC1)NC ((1S,2S)-N,N′-dimethylcyclohexane-1,2-diamine), BrC1=C(C=NC=C1)C (4-bromo-3-methylpyridine), C([O-])([O-])=O.[K+].[K+] (potassium carbonate). Reagents/catalysts: [Cu]I (copper(I) iodide). Reaction conditions: temperature 100 celsius, time 8 hour. The product is CC=1C=NC=CC1N1C(C2(CC1)CN(CCC2)C2=NC=C(C=C2)C(F)(F)F)=O (2-(3-methylpyridin-4-yl)-7-[5-(trifluoromethyl)pyridin-2-yl]-2,7-diazaspiro[4.5]decan-1-one). As a reaction SMILES: [F:1][C:2]([F:21])([F:20])[C:3]1[CH:4]=[CH:5][C:6]([N:9]2[CH2:19][CH2:18][CH2:17][C:11]3([C:15](=[O:16])[NH:14][CH2:13][CH2:12]3)[CH2:10]2)=[N:7][CH:8]=1.O1CCOCC1.CN[C@H]1[CH2:35][CH2:34][CH2:33][CH2:32][C@@H:31]1[NH:36][CH3:37].BrC1C=CN=CC=1C.C(=O)([O-])[O-].[K+].[K+]>[Cu]I>[CH3:35][C:34]1[CH:37]=[N:36][CH:31]=[CH:32][C:33]=1[N:14]1[CH2:13][CH2:12][C:11]2([CH2:17][CH2:18][CH2:19][N:9]([C:6]3[CH:5]=[CH:4][C:3]([C:2]([F:1])([F:20])[F:21])=[CH:8][N:7]=3)[CH2:10]2)[C:15]1=[O:16] |f:4.5.6|. Procedure details: To a solution of 7-[5-(trifluoromethyl)pyridin-2-yl]-2,7-diazaspiro[4.5]decan-1-one (24.4 mg, 0.0000814 mol) in 1,4-dioxane (0.5 mL, 0.006 mol) were added (1S,2S)-N,N′-dimethylcyclohexane-1,2-diamine (2.3 mg, 0.000016 mol), copper(I) iodide (1.6 mg, 0.0000081 mol), 4-bromo-3-methylpyridine (28 mg, 0.00016 mol) and potassium carbonate (23.6 mg, 0.000171 mol); and the mixture was stirred at 100° C. overnight. The product was purified by prep-HPLC. LC-MS: 391.2 (M+H)+. Starting materials: O=C([O-])[O-], C=CCBr, [Cs+], [Cs+], CN(C)C=O, O, Oc1ccc(C(F)(F)F)cc1. The product is C=CCOc1ccc(C(F)(F)F)cc1. Reaction SMILES: [C:16](=[O:17])([O-:18])[O-:19].[CH2:12]([CH:13]=[CH2:14])[Br:15].[Cs+:20].[Cs+:21].[O:23]=[CH:24][N:25]([CH3:26])[CH3:27].[OH2:22].[OH:1][c:2]1[cH:3][cH:4][c:5]([C:8]([F:9])([F:10])[F:11])[cH:6][cH:7]1>>[O:1]([c:2]1[cH:3][cH:4][c:5]([C:8]([F:9])([F:10])[F:11])[cH:6][cH:7]1)[CH2:14][CH:13]=[CH2:12]. Starting materials: ClCCCN1C(C(=CC2=CC(=CC=C12)OC)C=1N=NN(N1)CC1=CC(=CC=C1)OCC1=NC2=CC=CC=C2C=C1)=O (1-(3-chloropropyl)-6-methoxy-3-{2-[3-(2-quinolylmethoxy)benzyl]tetrazolyl}quinolin-2-one), N1=C(C=CC2=CC=CC=C12)CN1CCNCC1 (N-(2-quinolylmethyl)piperazine). Run in C(Cl)(Cl)Cl.CO (chloroform methanol). Run at temperature 120 celsius, time 2.5 hour. Yields the product Cl.Cl.N1=C(C=CC2=CC=CC=C12)CN1CCN(CC1)CCCN1C(C(=CC2=CC(=CC=C12)OC)C=1N=NN(N1)CC1=CC(=CC=C1)OCC1=NC2=CC=CC=C2C=C1)=O (1-{3-[4-(2-quinolylmethyl)-1-piperazinyl]propyl}-6-methoxy-3-(2-[3-(2-quinolylmethoxy)benzyl]tetrazolyl)quinolin-2-one dihydrochloride). Yield: 182.9%. RXN SMILES: [Cl:1][CH2:2][CH2:3][CH2:4][N:5]1[C:14]2[C:9](=[CH:10][C:11]([O:15][CH3:16])=[CH:12][CH:13]=2)[CH:8]=[C:7]([C:17]2[N:18]=[N:19][N:20]([CH2:22][C:23]3[CH:28]=[CH:27][CH:26]=[C:25]([O:29][CH2:30][C:31]4[CH:40]=[CH:39][C:38]5[C:33](=[CH:34][CH:35]=[CH:36][CH:37]=5)[N:32]=4)[CH:24]=3)[N:21]=2)[C:6]1=[O:41].[N:42]1[C:51]2[C:46](=[CH:47][CH:48]=[CH:49][CH:50]=2)[CH:45]=[CH:44][C:43]=1[CH2:52][N:53]1[CH2:58][CH2:57][NH:56][CH2:55][CH2:54]1>C(Cl)(Cl)Cl.CO>[ClH:1].[ClH:1].[N:42]1[C:51]2[C:46](=[CH:47][CH:48]=[CH:49][CH:50]=2)[CH:45]=[CH:44][C:43]=1[CH2:52][N:53]1[CH2:58][CH2:57][N:56]([CH2:2][CH2:3][CH2:4][N:5]2[C:14]3[C:9](=[CH:10][C:11]([O:15][CH3:16])=[CH:12][CH:13]=3)[CH:8]=[C:7]([C:17]3[N:18]=[N:19][N:20]([CH2:22][C:23]4[CH:28]=[CH:27][CH:26]=[C:25]([O:29][CH2:30][C:31]5[CH:40]=[CH:39][C:38]6[C:33](=[CH:34][CH:35]=[CH:36][CH:37]=6)[N:32]=5)[CH:24]=4)[N:21]=3)[C:6]2=[O:41])[CH2:55][CH2:54]1 |f:2.3,4.5.6|. Reported procedure: A mixture of 1-(3-chloropropyl)-6-methoxy-3-{2-[3-(2-quinolylmethoxy)benzyl]tetrazolyl}quinolin-2-one (179 mg, 0.316 mmol) and N-(2-quinolylmethyl)piperazine (287 mg, 1.26 mmol) was stirred under an argon flow at 120° C. for 2.5 hours. The mixture was allowed to cool, subjected to silica gel column chromatography (developer: chloroform-methanol (40:1)), and purified. Fractions including the target compound were collected, and concentrated under reduced pressure, to thereby obtain the free base o... Reactants: NC=1C=C(C=CC1OC)C(C(=O)OC)NC1=CC=C(C=C1)C#N (methyl (RS)-(3-amino-4-methoxy-phenyl)-(4-cyano-phenylamino)-acetate), C1(CCCC(=O)O1)=O (glutaric anhydride), CCN(C(C)C)C(C)C (Hünig's base). The solvent is CN(C)C=O (DMF). Yields the product C(#N)C1=CC=C(C=C1)NC(C=1C=CC(=C(C1)NC(=O)CCCC(=O)O)OC)C(=O)OC ((RS)-4-{5-[(4-cyano-phenylamino)-methoxycarbonyl-methyl]-2-methoxy-phenylcarbamoyl}-butyric acid). RXN SMILES: [NH2:1][C:2]1[CH:3]=[C:4]([CH:10]([NH:15][C:16]2[CH:21]=[CH:20][C:19]([C:22]#[N:23])=[CH:18][CH:17]=2)[C:11]([O:13][CH3:14])=[O:12])[CH:5]=[CH:6][C:7]=1[O:8][CH3:9].[C:24]1(=[O:31])[O:30][C:28](=[O:29])[CH2:27][CH2:26][CH2:25]1.CCN(C(C)C)C(C)C>CN(C=O)C>[C:22]([C:19]1[CH:18]=[CH:17][C:16]([NH:15][CH:10]([C:11]([O:13][CH3:14])=[O:12])[C:4]2[CH:5]=[CH:6][C:7]([O:8][CH3:9])=[C:2]([NH:1][C:24]([CH2:25][CH2:26][CH2:27][C:28]([OH:30])=[O:29])=[O:31])[CH:3]=2)=[CH:21][CH:20]=1)#[N:23]. Procedure: In analogy to Example 70.4-6, from the methyl (RS)-(3-amino-4-methoxy-phenyl)-(4-cyano-phenylamino)-acetate described in Example 70.3, glutaric anhydride and Hünig's base in DMF there was obtained (RS)-4-{5-[(4-cyano-phenylamino)-methoxycarbonyl-methyl]-2-methoxy-phenylcarbamoyl}-butyric acid, which was subsequently converted via (RS)-4-{5-[carboxy-(4-cyano-phenylamino)-methyl]-2-methoxy-phenylcarbamoyl}-butyric acid into (RS)-(E)- and/or -(Z)-4-(5-{carboxy-[4-(N-hydroxycarbamimidoyl)-phenylamin... As a reaction SMILES: [Cl:1][C:2]1[N:3]=[C:4](Cl)[C:5]2[CH2:10][CH2:9][CH:8]([C:11]3[CH:16]=[CH:15][C:14]([F:17])=[CH:13][CH:12]=3)[C:6]=2[N:7]=1.[CH2:19]([CH:21]1[CH2:25][CH2:24][CH2:23][NH:22]1)[CH3:20]>>[Cl:1][C:2]1[N:3]=[C:4]([N:22]2[CH2:23][CH2:24][CH2:25][CH:21]2[CH2:19][CH3:20])[C:5]2[CH2:10][CH2:9][CH:8]([C:11]3[CH:16]=[CH:15][C:14]([F:17])=[CH:13][CH:12]=3)[C:6]=2[N:7]=1. Procedure: 2,4-dichloro-7-(4-fluorophenyl)-6,7-dihydro-5H-cyclopenta[d]pyrimidine (Preparation H) (200 mg, 0.706 mmol) and 2-ethylpyrrolidine (84 mg, 0.848 mmol) were combined and purified as per Preparation Hd to give two pairs of racemic diasteriomers 2-chloro-4-(2-ethylpyrrolidin-1-yl)-7-(4-fluorophenyl)-6,7-dihydro-5H-cyclopenta[d]pyrimidine. (Hf1, Diastereomer 1, racemic, first to elute) (77 mg, 0.223 mmol, 32% yield) LC-MS (M+H)+=346. (Hf2, Diastereomer 2, racemic, second to elute) (80 mg, 0.232 mmol... Product: ClC=1N=C(C2=C(N1)C(CC2)C2=CC=C(C=C2)F)N2C(CCC2)CC (2-chloro-4-(2-ethylpyrrolidin-1-yl)-7-(4-fluorophenyl)-6,7-dihydro-5H-cyclopenta[d]pyrimidine). The reactants are ClC=1N=C(C2=C(N1)C(CC2)C2=CC=C(C=C2)F)Cl (2,4-dichloro-7-(4-fluorophenyl)-6,7-dihydro-5H-cyclopenta[d]pyrimidine), C(C)C1NCCC1 (2-ethylpyrrolidine). Isolated yield 32.0%. Starting materials: C1(CC1)[Mg]Br (cyclopropyl magnesium bromide), C(C)OC(C1=CC(C(=O)N(CCC)C)=CC(=C1)C=O)=O (5-formyl-N-methyl-N-propyl-isophthalamic acid ethyl ester). Solvent: C1CCOC1 (THF). Conditions: temperature 0 celsius, time 1.5 hour. Product: C(C)OC(C1=CC(C(=O)N(CCC)C)=CC(=C1)C(O)C1CC1)=O (5-(Cyclopropyl-hydroxymethyl)-N-methyl-N-propyl-isophthalamic acid ethyl ester). The yield is 37.4%. RXN SMILES: [CH:1]1([Mg]Br)[CH2:3][CH2:2]1.[CH2:6]([O:8][C:9](=[O:25])[C:10]1[CH:22]=[C:21]([CH:23]=[O:24])[CH:20]=[C:12]([C:13]([N:15]([CH3:19])[CH2:16][CH2:17][CH3:18])=[O:14])[CH:11]=1)[CH3:7]>C1COCC1>[CH2:6]([O:8][C:9](=[O:25])[C:10]1[CH:22]=[C:21]([CH:23]([CH:1]2[CH2:3][CH2:2]2)[OH:24])[CH:20]=[C:12]([C:13]([N:15]([CH3:19])[CH2:16][CH2:17][CH3:18])=[O:14])[CH:11]=1)[CH3:7]. Procedure details: Add cyclopropyl magnesium bromide (0.8 M in THF, 1.3 mL, 1.02 mmol) dropwise to a solution of 5-formyl-N-methyl-N-propyl-isophthalamic acid ethyl ester (283 mg, 1.02 mmol) in THF (5 mL) at −10° C. After stirring at 0° C. for 1.5 h, quench the mixture with 5% aqueous ammonium chloride solution while maintaining the temperature below 5° C. Extract with ethyl acetate (3×30 mL), dry (sodium sulfate) concentrate and purify (silica gel chromatography, eluting with ethyl acetate and hexanes) to give th... Run at time 8 hour. Reported procedure: A mixture of 5-methoxypentanal (0.644 g, 5.54 mmol), 3-(3-aminophenyl)-3-hydroxypropanenitrile (12) (1.0 g, 6.16 mmol) and activated molecular sieves in methanol was stirred at RT for 8 hrs. NaBH4 (0.937 g, 24.6 mmol) was added portion wise to the reaction mixture at 0° C. The reaction mixture was stirred at RT overnight. The reaction mixture was filtered through Celite and the filtrate was concentrated under reduced pressure. Purification by column chromatography (100-200 silica, 0% to 70% EtOA... Run in CO (methanol). Yields the product OC(CC#N)C1=CC(=CC=C1)NCCCCCOC (3-hydroxy-3-(3-(5-methoxypentylamino)phenyl)propanenitrile). RXN SMILES: [CH3:1][O:2][CH2:3][CH2:4][CH2:5][CH2:6][CH:7]=O.[NH2:9][C:10]1[CH:11]=[C:12]([CH:16]([OH:20])[CH2:17][C:18]#[N:19])[CH:13]=[CH:14][CH:15]=1.[BH4-].[Na+]>CO>[OH:20][CH:16]([C:12]1[CH:13]=[CH:14][CH:15]=[C:10]([NH:9][CH2:7][CH2:6][CH2:5][CH2:4][CH2:3][O:2][CH3:1])[CH:11]=1)[CH2:17][C:18]#[N:19] |f:2.3|. The reactants are COCCCCC=O (5-methoxypentanal), NC=1C=C(C=CC1)C(CC#N)O (3-(3-aminophenyl)-3-hydroxypropanenitrile), [BH4-].[Na+] (NaBH4). The reactants are CCCCOc1cc(C(=O)O)cc([N+](=O)[O-])c1C(=O)c1ccccc1, [Na+], [Na+], O, O=S([O-])S(=O)[O-], c1ccncc1. Product: CCCCOc1cc(C(=O)O)cc(N)c1C(=O)c1ccccc1. As a reaction SMILES: [C:1]([c:2]1[cH:3][cH:4][cH:5][cH:6][cH:7]1)(=[O:8])[c:9]1[c:10]([O:21][CH2:22][CH2:23][CH2:24][CH3:25])[cH:11][c:12]([C:13](=[O:14])[OH:15])[cH:16][c:17]1[N+:18]([O-:19])=[O:20].[Na+:38].[Na+:39].[OH2:40].[S:32]([S:33]([O-:34])=[O:35])([O-:36])=[O:37].[cH:26]1[cH:27][cH:28][n:29][cH:30][cH:31]1>>[C:1]([c:2]1[cH:3][cH:4][cH:5][cH:6][cH:7]1)(=[O:8])[c:9]1[c:10]([O:21][CH2:22][CH2:23][CH2:24][CH3:25])[cH:11][c:12]([C:13](=[O:14])[OH:15])[cH:16][c:17]1[NH2:18].